This data is from the Open Reaction Database (ORD), a public repository of structured organic reaction records. The task is: describe an organic reaction: reactants, conditions, products, and yield Reactants: C(C1=CC=CC=C1)OC(=O)N1[C@H]([C@H](C1)C(=O)O)C(=O)O (cis-N-(Benzyloxycarbonyl)azetidine-2,3-dicarboxylic acid), [H][H] (hydrogen). Reagents/catalysts: [Pd] (Pd/C). The solvent is CO (methanol). Yields the product N1[C@H]([C@H](C1)C(=O)O)C(=O)O (cis-Azetidine-2,3-dicarboxylic acid). RXN SMILES: C(OC([N:11]1[CH2:14][C@H:13]([C:15]([OH:17])=[O:16])[C@@H:12]1[C:18]([OH:20])=[O:19])=O)C1C=CC=CC=1.[H][H]>[Pd].CO>[NH:11]1[CH2:14][C@H:13]([C:15]([OH:17])=[O:16])[C@@H:12]1[C:18]([OH:20])=[O:19]. Procedure: cis-N-(Benzyloxycarbonyl)azetidine-2,3-dicarboxylic acid, 10% Pd/C and methanol are hydrogenated under 3 atm of hydrogen in a Parr shaker for 4 hours. The catalyst is filtered off and thoroughly washed. The solution is evaporated to dryness and dried in vacuo to arrive at cis-azetidine-2,3-dicarboxylic acid.